Dataset: the Open Reaction Database (ORD), a public repository of structured organic reaction records. Task: describe an organic reaction: reactants, conditions, products, and yield Reactants: CC(=O)O, CCc1c(C=O)cccc1-c1nnc(-c2ccc(OC(C)C)c(C(F)(F)F)c2)s1, CCO, CCOC(=O)C1CCNCC1. Product: CCOC(=O)C1CCN(Cc2cccc(-c3nnc(-c4ccc(OC(C)C)c(C(F)(F)F)c4)s3)c2CC)CC1. RXN SMILES: [C:41]([OH:42])(=[O:43])[CH3:44].[CH2:1]([CH3:2])[c:3]1[c:4]([CH:5]=[O:6])[cH:7][cH:8][cH:9][c:10]1-[c:11]1[s:12][c:13](-[c:16]2[cH:17][c:18]([C:26]([F:27])([F:28])[F:29])[c:19]([O:22][CH:23]([CH3:24])[CH3:25])[cH:20][cH:21]2)[n:14][n:15]1.[CH3:45][CH2:46][OH:47].[NH:30]1[CH2:31][CH2:32][CH:33]([C:36](=[O:37])[O:38][CH2:39][CH3:40])[CH2:34][CH2:35]1>>[CH2:1]([CH3:2])[c:3]1[c:4]([CH2:5][N:30]2[CH2:31][CH2:32][CH:33]([C:36](=[O:37])[O:38][CH2:39][CH3:40])[CH2:34][CH2:35]2)[cH:7][cH:8][cH:9][c:10]1-[c:11]1[s:12][c:13](-[c:16]2[cH:17][c:18]([C:26]([F:27])([F:28])[F:29])[c:19]([O:22][CH:23]([CH3:24])[CH3:25])[cH:20][cH:21]2)[n:14][n:15]1. Procedure details: To a stirred suspension of (methoxymethyl)triphenylphosphonium chloride (24.82 g, 72.41 mmol) in THF (250 mL) cooled in an ice-water bath was added n-BuLi (24.76 mL or 2.42M solution in hexane, 59.93 mmol). The reaction mixture was allowed to warm to room temperature for 1 h and then recooled in an ice-water bath and a solution of tetrahydro-4H-pyran-4-one (5.00 g, 49.94 mmol) in THF (10 mL) added. After 20 min the reaction mixture was concentrated to an oily reside, the residue was triturated w... The product is COC=C1CCOCC1 (Tetrahydro-4-(methoxymethylene)-2H-pyran). Reaction SMILES: [Cl-].[CH3:2][O:3][CH2:4][P+](C1C=CC=CC=1)(C1C=CC=CC=1)C1C=CC=CC=1.[Li]CCCC.[O:29]1[CH2:34][CH2:33][C:32](=O)[CH2:31][CH2:30]1>C1COCC1>[CH3:2][O:3][CH:4]=[C:32]1[CH2:33][CH2:34][O:29][CH2:30][CH2:31]1 |f:0.1|. The yield is 35.2%. Reactants: [Li]CCCC (n-BuLi), [Cl-].COC[P+](C1=CC=CC=C1)(C1=CC=CC=C1)C1=CC=CC=C1 ((methoxymethyl)triphenylphosphonium chloride), O1CCC(CC1)=O (tetrahydro-4H-pyran-4-one). Run in C1CCOC1 (THF), C1CCOC1 (THF). The reactants are C(=O)(OCC1=CC=CC=C1)NCCN(CCO)CCO (N-Carbobenzyloxy-N′,N′-bis-(2-hydroxyethyl)-ethylenediamine), Cl (HCl), CO (methanol). Run at time 16 hour. Product: Cl.OCCNCCNCCO (Bis-(2-Hydroxyethyl)ethylenediamine Hydrochloride). RXN SMILES: [C:1]([NH:11][CH2:12][CH2:13][N:14]([CH2:18][CH2:19][OH:20])CCO)(OCC1C=CC=CC=1)=O.[ClH:21].[CH3:22][OH:23]>>[ClH:21].[OH:20][CH2:19][CH2:18][NH:14][CH2:13][CH2:12][NH:11][CH2:1][CH2:22][OH:23] |f:3.4|. Procedure details: A solution of diol 86 and conc. HCl (1 equiv) in methanol is degassed by bubbling nitrogen through it for 30 min. To this is added 10% palladized charcoal (5 wt. percent). The resulting mixture is shaken on a Parr apparatus under 50 psi of hydrogen gas for 16 h. The mixture is then filtered and the filtrate evaporated. The residue is flushed several times with chloroform to drive off traces of methanol. The crude product is carried on without further purification. Starting materials: CO (Methanol), COC=1C=C(C=CC1)CCC(=O)O (3-(3-methoxyphenyl)propanoic acid), CO (methanol). The solvent is C1CCOC1 (THF). Reaction conditions: time 8 hour. The product is COC=1C=C(C=CC1)CCCO (3-(3-methoxy-phenyl)-propan-1-ol). As a reaction SMILES: [CH3:1][O:2][C:3]1[CH:4]=[C:5]([CH2:9][CH2:10][C:11](O)=[O:12])[CH:6]=[CH:7][CH:8]=1.CO>C1COCC1>[CH3:1][O:2][C:3]1[CH:4]=[C:5]([CH2:9][CH2:10][CH2:11][OH:12])[CH:6]=[CH:7][CH:8]=1. Procedure: A solution of 3-(3-methoxyphenyl)propanoic acid (2.00 g, 11.10 mmol) in THF (2.0 mL) was added dropwise to a stirred solution of borane-tetrahydrofuran complex (24.42 mL, 24.42 mmol) so as to maintain reaction temperature below 35° C. The mixture was allowed to stir at room temperature overnight. Methanol was added dropwise to the stirred mixture until visible reaction had ceased. An additional 20 mL of methanol was added and the reaction was stirred for 4 hours. The crude mixture was concentrat... Reactants: CC(C)(C)OC(=O)N(CCC#N)CC(=O)NCCc1ccc2c(c1)OCO2, ClCCl, O=C(O)C(F)(F)F. The product is N#CCCNCC(=O)NCCc1ccc2c(c1)OCO2. As a reaction SMILES: [C:1](#[N:2])[CH2:3][CH2:4][N:5]([CH2:6][C:7](=[O:8])[NH:9][CH2:10][CH2:11][c:12]1[cH:13][c:14]2[c:15]([cH:19][cH:20]1)[O:16][CH2:17][O:18]2)[C:21]([O:22][C:23]([CH3:24])([CH3:25])[CH3:26])=[O:27].[Cl:35][CH2:36][Cl:37].[OH:28][C:29]([C:30]([F:31])([F:32])[F:33])=[O:34]>>[C:1](#[N:2])[CH2:3][CH2:4][NH:5][CH2:6][C:7](=[O:8])[NH:9][CH2:10][CH2:11][c:12]1[cH:13][c:14]2[c:15]([cH:19][cH:20]1)[O:16][CH2:17][O:18]2. Starting materials: CO, Fc1nc(CCl)cn1C(c1ccccc1)(c1ccccc1)c1ccccc1. Yields the product COCc1cn(C(c2ccccc2)(c2ccccc2)c2ccccc2)c(F)n1. Reaction SMILES: [CH3:28][OH:29].[Cl:1][CH2:2][c:3]1[n:4][c:5]([F:27])[n:6]([C:8]([c:9]2[cH:10][cH:11][cH:12][cH:13][cH:14]2)([c:15]2[cH:16][cH:17][cH:18][cH:19][cH:20]2)[c:21]2[cH:22][cH:23][cH:24][cH:25][cH:26]2)[cH:7]1>>[CH2:2]([c:3]1[n:4][c:5]([F:27])[n:6]([C:8]([c:9]2[cH:10][cH:11][cH:12][cH:13][cH:14]2)([c:15]2[cH:16][cH:17][cH:18][cH:19][cH:20]2)[c:21]2[cH:22][cH:23][cH:24][cH:25][cH:26]2)[cH:7]1)[O:29][CH3:28]. Starting materials: C(C)(C)(C)C=1C=C(C(=O)O)C=C(C1)C(C)(C)C (3,5-di-t-butylbenzoic acid), [N+](=O)(O)[O-] (nitric acid), S(=O)(Cl)Cl (thionyl chloride). Run in CN(C=O)C (dimethylformamide). Yields the product C(C)(C)(C)C=1C(=C(C(=O)Cl)C=C(C1)C(C)(C)C)[N+](=O)[O-] (3,5-Di-t-butyl-2-nitrobenzoyl chloride), C(C)(C)(C)C=1C(=C(C(=O)O)C=C(C1)C(C)(C)C)[N+](=O)[O-] (3,5-di-t-butyl-2-nitrobenzoic acid). As a reaction SMILES: [C:1]([C:5]1[CH:6]=[C:7]([CH:11]=[C:12]([C:14]([CH3:17])([CH3:16])[CH3:15])[CH:13]=1)[C:8]([OH:10])=[O:9])([CH3:4])([CH3:3])[CH3:2].[N+:18]([O-:21])([OH:20])=[O:19].S(Cl)([Cl:24])=O>CN(C)C=O>[C:1]([C:5]1[C:6]([N+:18]([O-:21])=[O:19])=[C:7]([CH:11]=[C:12]([C:14]([CH3:17])([CH3:16])[CH3:15])[CH:13]=1)[C:8]([Cl:24])=[O:9])([CH3:4])([CH3:3])[CH3:2].[C:1]([C:5]1[C:6]([N+:18]([O-:20])=[O:19])=[C:7]([CH:11]=[C:12]([C:14]([CH3:17])([CH3:16])[CH3:15])[CH:13]=1)[C:8]([OH:10])=[O:9])([CH3:4])([CH3:3])[CH3:2]. Procedure details: 3,5-Di-t-butyl-2-nitrobenzoyl chloride was prepared by nitration of 3,5-di-t-butylbenzoic acid 46.86 grams (0.20 mol) with 90% nitric acid (150 ml, d=1.5) to give 3,5-di-t-butyl-2-nitrobenzoic acid (54.6 grams) followedby treatment with thionyl chloride (250 ml) with dimethylformamide (1 ml).